This data is from the Open Reaction Database (ORD), a public repository of structured organic reaction records. The task is: describe an organic reaction: reactants, conditions, products, and yield Reactants: [BH3-]C#N, CC(=O)O, CO, O=CCCc1c[nH]c2c(F)cc(F)cc12, NC1COc2ccc3c(c2C1)C(=O)NC3, [Na+]. The product is O=C1NCc2ccc3c(c21)CC(NCCCc1c[nH]c2c(F)cc(F)cc12)CO3. RXN SMILES: [C:35]([BH3-:36])#[N:37].[CH3:31][C:32](=[O:33])[OH:34].[CH3:39][OH:40].[F:16][c:17]1[cH:18][c:19]2[c:20]([CH2:27][CH2:28][CH:29]=[O:30])[cH:21][nH:22][c:23]2[c:24]([F:26])[cH:25]1.[NH2:1][CH:2]1[CH2:3][c:4]2[c:5]3[c:9]([cH:10][cH:11][c:12]2[O:13][CH2:14]1)[CH2:8][NH:7][C:6]3=[O:15].[Na+:38]>>[NH:1]([CH:2]1[CH2:3][c:4]2[c:5]3[c:9]([cH:10][cH:11][c:12]2[O:13][CH2:14]1)[CH2:8][NH:7][C:6]3=[O:15])[CH2:29][CH2:28][CH2:27][c:20]1[c:19]2[cH:18][c:17]([F:16])[cH:25][c:24]([F:26])[c:23]2[nH:22][cH:21]1.